This data is from the Open Reaction Database (ORD), a public repository of structured organic reaction records. The task is: describe an organic reaction: reactants, conditions, products, and yield Procedure details: To a solution of 1.5 g (5.9 mmol) of 2-phenyl-6-trifluoromethyl-4(3H)-pyrimidinone, 17.2 g (226.3 mmol) dimethoxymethane, and 35 mL of chloroform was added 2.5 g (17.6 mmol) phosphorous pentoxide, at room temperature. By TLC (25% ethyl acetate in hexane) the reaction was incomplete after 4 h and an additional 3 g (21.1 mmol) phosphorous pentoxide was added. Stirring was continued for 16 h. The reaction mixture was poured onto crushed ice and 1M sodium hydroxide and methylene chloride were added.... Reaction SMILES: [C:1]1([C:7]2[NH:12][C:11](=[O:13])[CH:10]=[C:9]([C:14]([F:17])([F:16])[F:15])[N:8]=2)[CH:6]=[CH:5][CH:4]=[CH:3][CH:2]=1.[CH3:18][O:19][CH2:20]OC.O=P12OP3(OP(OP(O3)(O1)=O)(=O)O2)=O.[OH-].[Na+]>CCCCCC.C(Cl)Cl.C(OCC)(=O)C.C(Cl)(Cl)Cl>[CH3:18][O:19][CH2:20][N:12]1[C:11](=[O:13])[CH:10]=[C:9]([C:14]([F:16])([F:17])[F:15])[N:8]=[C:7]1[C:1]1[CH:2]=[CH:3][CH:4]=[CH:5][CH:6]=1 |f:3.4|. Yield: 32.8%. Run at time 16 hour. Yields the product COCN1C(=NC(=CC1=O)C(F)(F)F)C1=CC=CC=C1 (3-methoxymethyl-2-phenyl-6-trifluoromethyl-4(3H)-pyrimidinone). Starting materials: C1(=CC=CC=C1)C1=NC(=CC(N1)=O)C(F)(F)F (2-phenyl-6-trifluoromethyl-4(3H)-pyrimidinone), COCOC (dimethoxymethane), O=P12OP3(=O)OP(=O)(O1)OP(=O)(O2)O3 (phosphorous pentoxide), O=P12OP3(=O)OP(=O)(O1)OP(=O)(O2)O3 (phosphorous pentoxide), [OH-].[Na+] (sodium hydroxide). The solvent is C(Cl)(Cl)Cl (chloroform), CCCCCC (hexane), C(C)(=O)OCC (ethyl acetate), C(Cl)Cl (methylene chloride). The reactants are [BH4-], CC(=O)O, CC(=O)c1nnn(-c2cccc(C)c2)n1, CO, [Na+]. Yields the product Cc1cccc(-n2nnc(C(C)O)n2)c1. As a reaction SMILES: [BH4-:16].[CH3:18][C:19](=[O:20])[OH:21].[CH3:1][c:2]1[cH:3][c:4](-[n:8]2[n:9][c:10]([C:13]([CH3:14])=[O:15])[n:11][n:12]2)[cH:5][cH:6][cH:7]1.[CH3:22][OH:23].[Na+:17]>>[CH3:1][c:2]1[cH:3][c:4](-[n:8]2[n:9][c:10]([CH:13]([CH3:14])[OH:15])[n:11][n:12]2)[cH:5][cH:6][cH:7]1. Starting materials: FC(C(C)=O)(F)F (trifluoroacetone), [I-].C[S+](=O)(C)C (trimethylsulfoxonium iodide), [H-].[Na+] (sodium hydride), C1(=CC=CC=C1)S(=O)(=O)C1=CC=C(C=C1)O (4-(phenylsulfonyl)phenol), [H-].[Na+] (sodium hydride). Solvent: O1CCCC1 (tetrahydrofuran), O (water), CS(=O)C (dimethylsulfoxide), CS(=O)C (dimethylsulfoxide). Reaction conditions: temperature 10 celsius, time 20 minute. Product: FC(C(COC1=CC=C(C=C1)S(=O)(=O)C1=CC=CC=C1)(O)C)(F)F (1,1,1-Trifluoro-2-methyl-3-(4-phenylsulfonylphenoxy)propan-2-ol). The yield is 9.5%. As a reaction SMILES: [I-].[CH3:2][S+](C)(C)=O.[H-].[Na+].[F:9][C:10]([F:15])([F:14])[C:11](=[O:13])[CH3:12].[C:16]1([S:22]([C:25]2[CH:30]=[CH:29][C:28]([OH:31])=[CH:27][CH:26]=2)(=[O:24])=[O:23])[CH:21]=[CH:20][CH:19]=[CH:18][CH:17]=1>CS(C)=O.O1CCCC1.O>[F:9][C:10]([F:15])([F:14])[C:11]([CH3:2])([OH:13])[CH2:12][O:31][C:28]1[CH:27]=[CH:26][C:25]([S:22]([C:16]2[CH:21]=[CH:20][CH:19]=[CH:18][CH:17]=2)(=[O:23])=[O:24])=[CH:30][CH:29]=1 |f:0.1,2.3|. Reported procedure: A suspension of trimethylsulfoxonium iodide (1.6 6 g, 7.56 mmol) and sodium hydride (0.36 g, 7.56 mmol of 50% in oil) was stirred in 25 mL of dimethylsulfoxide for 25 minutes. The mixture was cooled to 10° C. and was treated with a solution of trifluoroacetone (0.72 g, 6.41 mmol) in tetrahydrofuran (3 mL). After stirring for 20 minutes, the solution was allowed to warm to room temperature where it was treated with a solution of 4-(phenylsulfonyl)phenol (1.5 g, 6.40 mmol) and sodium hydride (0.31... Starting materials: CC1=C(C=CC=C1)NC=1N=C(C2=C(N1)C=CS2)O (2-(2-Methylphenylamino)-4-hydroxythieno[3,2-d]-pyrimidine), P(=O)(Cl)(Cl)Cl (phosphorus oxychloride), N (NH3). Yields the product CC1=C(C=CC=C1)NC=1N=C(C2=C(N1)C=CS2)Cl (2-(2-methylphenylamino)-4-chlorothieno[3,2-d]-pyrimidine). Reaction SMILES: [CH3:1][C:2]1[CH:7]=[CH:6][CH:5]=[CH:4][C:3]=1[NH:8][C:9]1[N:10]=[C:11](O)[C:12]2[S:17][CH:16]=[CH:15][C:13]=2[N:14]=1.N.P(Cl)(Cl)([Cl:22])=O>>[CH3:1][C:2]1[CH:7]=[CH:6][CH:5]=[CH:4][C:3]=1[NH:8][C:9]1[N:10]=[C:11]([Cl:22])[C:12]2[S:17][CH:16]=[CH:15][C:13]=2[N:14]=1. Procedure: 2-(2-Methylphenylamino)-4-hydroxythieno[3,2-d]-pyrimidine (2 g, 0.0078 mol) and phosphorus oxychloride (20 ml) were heated under reflux for 1 hour. The solution was poured onto ice, basified with concentrated NH3 solution, and extracted with dichloromethane (3×100 ml). The dichloromethane extracts were combined, dried over magnesium sulphate and evaporated to give a yellow solid, 2.08 g. Recrystallization from methanol gave an analytically pure sample, m.p. 87°-89°. Starting materials: OC1=CC=C(C=2CCCCC12)O (1,4-dihydroxy-5,6,7,8-tetrahydronaphthalene), Cl (hydrochloric acid), COC(Cl)Cl (1,1-dichlorodimethyl ether). Reagents/catalysts: [Ti](Cl)(Cl)(Cl)Cl (titanium tetrachloride). Solvent: ClCCl (dichloromethane). Yields the product OC1=C(C=C(C=2CCCCC12)O)C=O (1,4-dihydroxy-5,6,7,8-tetrahydro-2-naphthaldehyde). Isolated yield 60.0%. As a reaction SMILES: [OH:1][C:2]1[C:11]2[CH2:10][CH2:9][CH2:8][CH2:7][C:6]=2[C:5]([OH:12])=[CH:4][CH:3]=1.[CH3:13][O:14]C(Cl)Cl.Cl>ClCCl.[Ti](Cl)(Cl)(Cl)Cl>[OH:1][C:2]1[C:11]2[CH2:10][CH2:9][CH2:8][CH2:7][C:6]=2[C:5]([OH:12])=[CH:4][C:3]=1[CH:13]=[O:14]. Procedure: To a solution of 1,4-dihydroxy-5,6,7,8-tetrahydronaphthalene (1.640 g, 0.010 mol) in dichloromethane (50 ml) was added titanium tetrachloride (5.69 g, 0.03 mol). Then 1,1-dichlorodimethyl ether (1.73 g, 0.015 mol) was added dropwise under vigorous stirring and the reaction mixture stirred for another 3 h at room temperature. Finally 5% hydrochloric acid (10 ml) was added under ice-cooling. The organic phase was separated and the residual aqueous phase repeatedly extracted with ether. The combine... Starting materials: COC(C1=CN=C(C=C1)OC1=CC(=C(C=C1)Cl)C(C(C(F)(F)F)(O)C1=CC(=NC=C1)Cl)C)=O (6-{4-Chloro-3-[2-(2-chloro-pyridin-4-yl)-3,3,3-trifluoro-2-hydroxy-1-methyl-propyl]-phenoxy}-nicotinic acid methyl ester), O (water), [Li+].[OH-] (LiOH). Solvent: C1CCOC1 (THF). Product: ClC1=C(C=C(OC2=NC=C(C(=O)O)C=C2)C=C1)C(C(C(F)(F)F)(O)C1=CC(=NC=C1)Cl)C (6-{4-Chloro-3-[2-(2-chloro-pyridin-4-yl)-3,3,3-trifluoro-2-hydroxy-1-methyl-propyl]-phenoxy}-nicotinic acid), solid. Isolated yield 88.0%. RXN SMILES: C[O:2][C:3](=[O:33])[C:4]1[CH:9]=[CH:8][C:7]([O:10][C:11]2[CH:16]=[CH:15][C:14]([Cl:17])=[C:13]([CH:18]([CH3:32])[C:19]([C:25]3[CH:30]=[CH:29][N:28]=[C:27]([Cl:31])[CH:26]=3)([OH:24])[C:20]([F:23])([F:22])[F:21])[CH:12]=2)=[N:6][CH:5]=1.[Li+].[OH-].O>C1COCC1>[Cl:17][C:14]1[CH:15]=[CH:16][C:11]([O:10][C:7]2[CH:8]=[CH:9][C:4]([C:3]([OH:33])=[O:2])=[CH:5][N:6]=2)=[CH:12][C:13]=1[CH:18]([CH3:32])[C:19]([C:25]1[CH:30]=[CH:29][N:28]=[C:27]([Cl:31])[CH:26]=1)([OH:24])[C:20]([F:23])([F:21])[F:22] |f:1.2|. Reported procedure: 6-{4-Chloro-3-[2-(2-chloro-pyridin-4-yl)-3,3,3-trifluoro-2-hydroxy-1-methyl-propyl]-phenoxy}-nicotinic acid methyl ester (14 mg, obtained in Example 132) was dissolved in THF (5 mL). The mixture was cooled in an ice bath and aqueous LiOH solution (1.0 M, 0.048 mL) was added. The mixture was stirred over night at r.t. The reaction mixture was poured into water and extracted with ethyl acetate. The aqueous phase was acidified with 2 M aqueous HCl to pH 1 and extracted three times with ethyl acetat... Starting materials: CC1=C(COC=2C(=NC=CC2)NC(=S)NC2=CC=CC=C2)C=CC=C1 (N-[3-(2-methylbenzyloxy)pyrid-2-yl]-N'-phenylthiourea), mercuric oxide, N (ammonia). Run at time 3 day. Product: CC1=C(COC=2C(=NC=CC2)NC(=N)NC2=CC=CC=C2)C=CC=C1 (N-[3-(2-Methylbenzyloxy)pyrid-2-yl]-N'-phenylguanidine). As a reaction SMILES: [CH3:1][C:2]1[CH:25]=[CH:24][CH:23]=[CH:22][C:3]=1[CH2:4][O:5][C:6]1[C:7]([NH:12][C:13]([NH:15][C:16]2[CH:21]=[CH:20][CH:19]=[CH:18][CH:17]=2)=S)=[N:8][CH:9]=[CH:10][CH:11]=1.[NH3:26]>>[CH3:1][C:2]1[CH:25]=[CH:24][CH:23]=[CH:22][C:3]=1[CH2:4][O:5][C:6]1[C:7]([NH:12][C:13]([NH:15][C:16]2[CH:21]=[CH:20][CH:19]=[CH:18][CH:17]=2)=[NH:26])=[N:8][CH:9]=[CH:10][CH:11]=1. Procedure details: A mixture of N-[3-(2-methylbenzyloxy)pyrid-2-yl]-N'-phenylthiourea (1.76 g, 0.005 mol), yellow mercuric oxide (1.31 g, 0.006 mol) and methanolic ammonia (40 ml) was stirred for 3 days at room temperature. The solvent was removed in vacuo and the black residue was boiled with chloroform and filtered hot. Evaporation of the solvent and recrystallisation from acetonitrile gave the desired product. Yield 1.2 g (72%), m.p. 157°-158 ° C. Starting materials: CC=1C=CC=C2C=CC=NC12 (8-methylquinoline), C(C)=O.NC=1C(=CC=CC1)C (acetaldehyde ortho-toluidine). Product: C(C)=O.NC=1C(=CC=CC1)C (acetaldehyde ortho-toluidine), NC=1C(=CC=CC1)C (ortho-toluidine), CC=1C=CC=C2C=CC=NC12 (8-methylquinoline). RXN SMILES: [CH:1](=[O:3])[CH3:2].[NH2:4][C:5]1[C:6]([CH3:11])=[CH:7][CH:8]=[CH:9][CH:10]=1.[CH3:12][C:13]1[CH:14]=[CH:15][CH:16]=[C:17]2[C:22]=1[N:21]=[CH:20][CH:19]=[CH:18]2>>[CH:1](=[O:3])[CH3:2].[NH2:4][C:5]1[C:6]([CH3:11])=[CH:7][CH:8]=[CH:9][CH:10]=1.[NH2:21][C:22]1[C:13]([CH3:12])=[CH:14][CH:15]=[CH:16][CH:17]=1.[CH3:10][C:9]1[CH:8]=[CH:7][CH:6]=[C:2]2[C:1]=1[N:21]=[CH:20][CH:19]=[CH:18]2 |f:0.1,3.4|. Procedure details: The data in Table 2 demonstrate that increasing acetaldehyde/ortho-toluidine molar ratios benefit the 8-methylquinoline selectivity, yield and productivity. In addition, acetaldehyde/ortho-toluidine molar ratios of ≥2 gave very high conversion of ortho-toluidine and improved 8-methylquinoline product purity as shown by the 8-methylquinoline/2,8-Me2Q weight ratio. The 2,8-Me2Q (b.pt.=255° C.) is the primary impurity which needs to be minimized upon distillation of the 8-methylquinoline (b.pt=248°... Procedure: Following the procedure described in example 2, but starting from 3-(4-benzyloxy-3-methoxyphenyl)prop-2-en-1-ol (600 mg), potassium hydroxide (308 mg 85% wt) and 1-(3-chloropropyl)piperidine, hydrochloride (440 mg) in dimethylsufoxide (5 mL) affords 740 mg of trans-1-{3-[3-(4-benzyloxy-3-methoxyphenyl)-allyloxy]-propyl}piperidine containing 28% wt/wt DMSO used without any further purification. 3-(4-benzyloxy-3-methoxyphenyl)prop-2-en-1-ol can be prepared according to S. V. Reddy et al Chem. Lett... Starting materials: C(C1=CC=CC=C1)OC1=C(C=C(C=C1)C=CCO)OC (3-(4-benzyloxy-3-methoxyphenyl)prop-2-en-1-ol), [OH-].[K+] (potassium hydroxide), Cl.ClCCCN1CCCCC1 (1-(3-chloropropyl)piperidine, hydrochloride). The yield is 84.3%. As a reaction SMILES: [CH2:1]([O:8][C:9]1[CH:14]=[CH:13][C:12]([CH:15]=[CH:16][CH2:17][OH:18])=[CH:11][C:10]=1[O:19][CH3:20])[C:2]1[CH:7]=[CH:6][CH:5]=[CH:4][CH:3]=1.[OH-].[K+].Cl.Cl[CH2:25][CH2:26][CH2:27][N:28]1[CH2:33][CH2:32][CH2:31][CH2:30][CH2:29]1>>[CH2:1]([O:8][C:9]1[CH:14]=[CH:13][C:12](/[CH:15]=[CH:16]/[CH2:17][O:18][CH2:25][CH2:26][CH2:27][N:28]2[CH2:33][CH2:32][CH2:31][CH2:30][CH2:29]2)=[CH:11][C:10]=1[O:19][CH3:20])[C:2]1[CH:3]=[CH:4][CH:5]=[CH:6][CH:7]=1 |f:1.2,3.4|. Product: C(C1=CC=CC=C1)OC1=C(C=C(C=C1)/C=C/COCCCN1CCCCC1)OC (trans-1-{3-[3-(4-benzyloxy-3-methoxyphenyl)-allyloxy]-propyl}piperidine). Starting materials: COC(=O)C1=CC=C(C=C1)C1C(CN(CC1)C(=O)OC(C)(C)C)OCC=1C=CC2=C(N(C(CO2)=O)CCCOC)C1 (tert-butyl 4-(4-methoxycarbonylphenyl)-3-[4-(3-methoxypropyl)-3-oxo-3,4-dihydro-2H-benzo[1,4]oxazin-6-ylmethoxy]piperidine-1-carboxylate), [OH-].[Na+] (NaOH). Solvent: O1CCOCC1 (dioxane). Reaction conditions: temperature 80 celsius. The product is C(=O)(O)C1=CC=C(C=C1)C1C(CN(CC1)C(=O)OC(C)(C)C)OCC=1C=CC2=C(N(C(CO2)=O)CCCOC)C1 (tert-Butyl 4-(4-carboxyphenyl)-3-[4-(3-methoxypropyl)-3-oxo-3,4-dihydro-2H-benzo[1,4]oxazin-6-ylmethoxy]piperidine-1-carboxylate). As a reaction SMILES: C[O:2][C:3]([C:5]1[CH:10]=[CH:9][C:8]([CH:11]2[CH2:16][CH2:15][N:14]([C:17]([O:19][C:20]([CH3:23])([CH3:22])[CH3:21])=[O:18])[CH2:13][CH:12]2[O:24][CH2:25][C:26]2[CH:27]=[CH:28][C:29]3[O:34][CH2:33][C:32](=[O:35])[N:31]([CH2:36][CH2:37][CH2:38][O:39][CH3:40])[C:30]=3[CH:41]=2)=[CH:7][CH:6]=1)=[O:4].[OH-].[Na+]>O1CCOCC1>[C:3]([C:5]1[CH:10]=[CH:9][C:8]([CH:11]2[CH2:16][CH2:15][N:14]([C:17]([O:19][C:20]([CH3:23])([CH3:22])[CH3:21])=[O:18])[CH2:13][CH:12]2[O:24][CH2:25][C:26]2[CH:27]=[CH:28][C:29]3[O:34][CH2:33][C:32](=[O:35])[N:31]([CH2:36][CH2:37][CH2:38][O:39][CH3:40])[C:30]=3[CH:41]=2)=[CH:7][CH:6]=1)([OH:4])=[O:2] |f:1.2|. Procedure: A solution of 1,200 g of tert-butyl 4-(4-methoxycarbonylphenyl)-3-[4-(3-methoxypropyl)-3-oxo-3,4-dihydro-2H-benzo[1,4]oxazin-6-ylmethoxy]piperidine-1-carboxylate in 20 ml of dioxane is admixed with 10 ml of 2N NaOH. The reaction mixture is heated to 80° C. over 1 hour and subsequently cooled to room temperature. The phases are separated and the aqueous phase is adjusted to pH 2 with 2N HCl (9.5 ml) and extracted with tert-butyl methyl ether (2×40 ml). The organic phases are combined, washed with...